From a dataset of the Open Reaction Database (ORD), a public repository of structured organic reaction records. describe an organic reaction: reactants, conditions, products, and yield The reactants are CN1CCC(O)CC1, N#Cc1ccccc1F, [H-], [Na+], C1COCCO1, O. Yields the product CN1CCC(Oc2ccccc2C#N)CC1. As a reaction SMILES: [CH3:10][N:11]1[CH2:12][CH2:13][CH:14]([OH:17])[CH2:15][CH2:16]1.[F:1][c:2]1[c:3]([C:4]#[N:5])[cH:6][cH:7][cH:8][cH:9]1.[H-:19].[Na+:18].[O:21]1[CH2:22][CH2:23][O:24][CH2:25][CH2:26]1.[OH2:20]>>[c:2]1([O:17][CH:14]2[CH2:13][CH2:12][N:11]([CH3:10])[CH2:16][CH2:15]2)[c:3]([C:4]#[N:5])[cH:6][cH:7][cH:8][cH:9]1.